This data is from the Open Reaction Database (ORD), a public repository of structured organic reaction records. The task is: describe an organic reaction: reactants, conditions, products, and yield The reactants are CC(C)(C)[O-], CS(C)=O, O=C1C2COCCN2c2nc(Cl)ncc2N1CC(F)(F)F, CI, [Na+]. The product is CC12COCCN1c1nc(Cl)ncc1N(CC(F)(F)F)C2=O. RXN SMILES: [CH3:24][C:25]([O-:26])([CH3:27])[CH3:28].[CH3:30][S:31]([CH3:32])=[O:33].[Cl:1][c:2]1[n:3][c:4]2[c:9]([cH:10][n:11]1)[N:8]([CH2:12][C:13]([F:14])([F:15])[F:16])[C:7](=[O:17])[CH:6]1[N:5]2[CH2:21][CH2:20][O:19][CH2:18]1.[I:22][CH3:23].[Na+:29]>>[Cl:1][c:2]1[n:3][c:4]2[c:9]([cH:10][n:11]1)[N:8]([CH2:12][C:13]([F:14])([F:15])[F:16])[C:7](=[O:17])[C:6]1([CH3:24])[N:5]2[CH2:21][CH2:20][O:19][CH2:18]1. Reactants: Clc1nc(-c2ccccc2)co1, CC(C)(C)OC(=O)N1CCNCC1, Cc1ccccc1C. The product is CC(C)(C)OC(=O)N1CCN(c2nc(-c3ccccc3)co2)CC1. Reaction SMILES: [Cl:14][c:15]1[o:16][cH:17][c:18](-[c:20]2[cH:21][cH:22][cH:23][cH:24][cH:25]2)[n:19]1.[N:1]1([C:7](=[O:8])[O:9][C:10]([CH3:11])([CH3:12])[CH3:13])[CH2:2][CH2:3][NH:4][CH2:5][CH2:6]1.[c:26]1([CH3:27])[c:28]([CH3:29])[cH:30][cH:31][cH:32][cH:33]1>>[N:1]1([C:7](=[O:8])[O:9][C:10]([CH3:11])([CH3:12])[CH3:13])[CH2:2][CH2:3][N:4]([c:15]2[o:16][cH:17][c:18](-[c:20]3[cH:21][cH:22][cH:23][cH:24][cH:25]3)[n:19]2)[CH2:5][CH2:6]1. Starting materials: BrC1=CN=C(C=2N1C=C(N2)CCC2=NC1=CC=CC=C1C=C2)N2CCOCC2 (4-(5-Bromo-2-(2-(quinolin-2-yl)ethyl)imidazo[1,2-a]pyrazin-8-yl)morpholine), C(C)(C)(C)OC(=O)C1=CC=C(C=C1)B1OC(C)(C)C(C)(C)O1 (4-(tert-butoxycarbonyl)phenylboronic acid pinacol ester). Yields the product O1CCN(CC1)C=1C=2N(C(=CN1)C1=CC=C(C(=O)O)C=C1)C=C(N2)CCC2=NC1=CC=CC=C1C=C2 (4-(8-Morpholino-2-(2-(quinolin-2-yl)ethyl)imidazo[1,2-a]pyrazin-5-yl)benzoic acid). Reaction SMILES: Br[C:2]1[N:7]2[CH:8]=[C:9]([CH2:11][CH2:12][C:13]3[CH:22]=[CH:21][C:20]4[C:15](=[CH:16][CH:17]=[CH:18][CH:19]=4)[N:14]=3)[N:10]=[C:6]2[C:5]([N:23]2[CH2:28][CH2:27][O:26][CH2:25][CH2:24]2)=[N:4][CH:3]=1.C([O:33][C:34]([C:36]1[CH:41]=[CH:40][C:39](B2OC(C)(C)C(C)(C)O2)=[CH:38][CH:37]=1)=[O:35])(C)(C)C>>[O:26]1[CH2:27][CH2:28][N:23]([C:5]2[C:6]3[N:7]([CH:8]=[C:9]([CH2:11][CH2:12][C:13]4[CH:22]=[CH:21][C:20]5[C:15](=[CH:16][CH:17]=[CH:18][CH:19]=5)[N:14]=4)[N:10]=3)[C:2]([C:39]3[CH:40]=[CH:41][C:36]([C:34]([OH:35])=[O:33])=[CH:37][CH:38]=3)=[CH:3][N:4]=2)[CH2:24][CH2:25]1. Procedure details: Compound 58a was prepared from compound 3a and 4-(tert-butoxycarbonyl)phenylboronic acid pinacol ester using the methods described in Example 57, Step A. Reactants: C(C)(C)(C)NS(=O)(=O)CCCCl (N-tert-Butyl-(3-chloro) propylsulfonamide), C(C)I (ethyl iodide), C(C)(C)(C)NS(=O)(=O)C1(CC1)C (N-tert-Butyl-(1-methyl) cyclopropylsulfonamide). The product is C(C)(C)(C)NS(=O)(=O)C1(CC1)CC (N-tert-Butyl-1-ethyl-cyclopropylsulfonamide). Reaction SMILES: [C:1]([NH:5][S:6]([CH2:9][CH2:10][CH2:11]Cl)(=[O:8])=[O:7])([CH3:4])([CH3:3])[CH3:2].[CH2:13](I)[CH3:14].C(NS(C1(C)CC1)(=O)=O)(C)(C)C>>[C:1]([NH:5][S:6]([C:9]1([CH2:13][CH3:14])[CH2:11][CH2:10]1)(=[O:8])=[O:7])([CH3:4])([CH3:3])[CH3:2]. Reported procedure: Step 28a) This compound was prepared form N-tert-Butyl-(3-chloro) propylsulfonamide (59 g, 276 mmol) and ethyl iodide (86.11 g, 552 mmol) according to the procedure of Steps 3Ib-3Ic (Example 2) described in the synthesis of N-tert-Butyl-(1-methyl) cyclopropylsulfonamide. The compound was used as crude: 1H NMR (CHLOROFORM-D) □ ppm 0.82 (m, 2H), 0.99 (t, J=7.48 Hz, 3H), 1.33 (m, 11H), 1.92 (q, J=7.53 Hz, 2H), 3.91 (s, 1H). Starting materials: Cn1cc(Br)cc(Nc2ccc3c(n2)CCN(C(=O)OC(C)(C)C)C3)c1=O, ClCCl, Cl, C1COCCO1. Product: Cn1cc(Br)cc(Nc2ccc3c(n2)CCNC3)c1=O. As a reaction SMILES: [Br:1][c:2]1[cH:3][c:4]([NH:10][c:11]2[n:12][c:13]3[c:18]([cH:19][cH:20]2)[CH2:17][N:16]([C:21]([O:22][C:23]([CH3:24])([CH3:25])[CH3:26])=[O:27])[CH2:15][CH2:14]3)[c:5](=[O:9])[n:6]([CH3:8])[cH:7]1.[CH2:29]([Cl:30])[Cl:31].[ClH:28].[O:32]1[CH2:33][CH2:34][O:35][CH2:36][CH2:37]1>>[Br:1][c:2]1[cH:3][c:4]([NH:10][c:11]2[n:12][c:13]3[c:18]([cH:19][cH:20]2)[CH2:17][NH:16][CH2:15][CH2:14]3)[c:5](=[O:9])[n:6]([CH3:8])[cH:7]1.